This data is from the Open Reaction Database (ORD), a public repository of structured organic reaction records. The task is: describe an organic reaction: reactants, conditions, products, and yield Reactants: ClC1=NC=CC(=C1)N1CCC(CC1)NC(OC(C)(C)C)=O (tert-butyl 1-(2-chloropyridin-4-yl)piperidin-4-ylcarbamate), Cl (HCl). The solvent is ClCCl (dichloromethane). Run at time 18 hour. Product: Cl.Cl.ClC1=NC=CC(=C1)N1CCC(CC1)N (1-(2-Chloropyridin-4-yl)piperidin-4-amine dihydrochloride). Isolated yield 199.9%. RXN SMILES: [Cl:1][C:2]1[CH:7]=[C:6]([N:8]2[CH2:13][CH2:12][CH:11]([NH:14]C(=O)OC(C)(C)C)[CH2:10][CH2:9]2)[CH:5]=[CH:4][N:3]=1.[ClH:22]>ClCCl>[ClH:1].[ClH:22].[Cl:1][C:2]1[CH:7]=[C:6]([N:8]2[CH2:13][CH2:12][CH:11]([NH2:14])[CH2:10][CH2:9]2)[CH:5]=[CH:4][N:3]=1 |f:3.4.5|. Reported procedure: To a solution of tert-butyl 1-(2-chloropyridin-4-yl)piperidin-4-ylcarbamate (1.00 g, 3.21 mmol) in dichloromethane (16 mL) was added HCl (2 M in diethylether, 8.02 mL, 16.0 mmol) and the reaction mixture was stirred at room temperature over night for 18 hours. The mixture was then filtered off and the white precipitate washed with dichloromethane and diethylether and dried to afford the title compound (913 mg, 99%) as a white solid. MS ISP (m/e): 212.1/214.1 [(M+H)+]. The reactants are OC1=CC=C(C=C1O)CC#N (4,5-dihydroxyphenylacetonitrile), Cl (hydrochloric acid), C([O-])([O-])=O.[K+].[K+] (potassium carbonate), C(C1=CC=CC=C1)Cl (benzyl chloride). Solvent: CN(C=O)C (dimethylformamide), mixture, O (water). Yields the product C(C1=CC=CC=C1)OC1=CC=C(C=C1OCC1=CC=CC=C1)CC#N (4,5-dibenzyloxyphenylacetonitrile). Reaction SMILES: [OH:1][C:2]1[C:7](O)=[CH:6][C:5]([CH2:9][C:10]#[N:11])=[CH:4][CH:3]=1.[C:12](=[O:15])([O-])[O-].[K+].[K+].[CH2:18](Cl)[C:19]1[CH:24]=[CH:23][CH:22]=[CH:21][CH:20]=1.Cl>CN(C)C=O.O>[CH2:18]([O:1][C:2]1[C:7]([O:15][CH2:12][C:2]2[CH:7]=[CH:6][CH:5]=[CH:4][CH:3]=2)=[CH:6][C:5]([CH2:9][C:10]#[N:11])=[CH:4][CH:3]=1)[C:19]1[CH:24]=[CH:23][CH:22]=[CH:21][CH:20]=1 |f:1.2.3|. Reported procedure: A mixture consisting of one mole (149 g) of 4,5-dihydroxyphenylacetonitrile prepared in stage 1, two moles of potassium carbonate (276 g) and 2.2 moles (278.5 g) of benzyl chloride in 745 ml of dimethylformamide is heated to 105°-110° C. for approximately 30 minutes. At the end of the reaction, the reaction mixture is diluted with 2.5 kg of a mixture of ice and water, and is neutralized with hydrochloric acid while being briskly stirred. The expected product, which has precipitated, is filtered ... Reactants: ClC1=NC=CC(=N1)C1=C(N=C2N1C=CC=C2)C=2C=CC(=C(C(=O)NC1=C(C=CC=C1F)F)C2)OC (5-[3-(2-chloro-4-pyrimidinyl)imidazo[1,2-a]pyridin-2-yl]-N-(2,6-difluorophenyl)-2-(methyloxy)benzamide), C(C)OC1=C(N)C=CC(=C1)N1CCC(CC1)N1CCN(CC1)S(=O)(=O)C (2-(ethyloxy)-4-{4-[4-(methylsulfonyl)-1-piperazinyl]-1-piperidinyl}aniline), C1(=CC=C(C=C1)S(=O)(=O)O)C (para-toluenesulfonic acid). Solvent: CC(C)O (i-PrOH). Conditions: temperature 175 celsius. Product: FC1=C(C(=CC=C1)F)NC(C1=C(C=CC(=C1)C=1N=C2N(C=CC=C2)C1C1=NC(=NC=C1)NC1=C(C=C(C=C1)N1CCC(CC1)N1CCN(CC1)S(=O)(=O)C)OCC)OC)=O (N-(2,6-difluorophenyl)-5-(3-{2-[(2-(ethyloxy)-4-{4-[4-(methylsulfonyl)-1-piperazinyl]-1-piperidinyl}phenyl)amino]-4-pyrimidinyl}imidazo[1,2-a]pyridin-2-yl)-2-(methyloxy)benzamide). Isolated yield 53.7%. RXN SMILES: Cl[C:2]1[N:7]=[C:6]([C:8]2[N:12]3[CH:13]=[CH:14][CH:15]=[CH:16][C:11]3=[N:10][C:9]=2[C:17]2[CH:18]=[CH:19][C:20]([O:34][CH3:35])=[C:21]([CH:33]=2)[C:22]([NH:24][C:25]2[C:30]([F:31])=[CH:29][CH:28]=[CH:27][C:26]=2[F:32])=[O:23])[CH:5]=[CH:4][N:3]=1.[CH2:36]([O:38][C:39]1[CH:45]=[C:44]([N:46]2[CH2:51][CH2:50][CH:49]([N:52]3[CH2:57][CH2:56][N:55]([S:58]([CH3:61])(=[O:60])=[O:59])[CH2:54][CH2:53]3)[CH2:48][CH2:47]2)[CH:43]=[CH:42][C:40]=1[NH2:41])[CH3:37].C1(C)C=CC(S(O)(=O)=O)=CC=1>CC(O)C>[F:32][C:26]1[CH:27]=[CH:28][CH:29]=[C:30]([F:31])[C:25]=1[NH:24][C:22](=[O:23])[C:21]1[CH:33]=[C:17]([C:9]2[N:10]=[C:11]3[CH:16]=[CH:15][CH:14]=[CH:13][N:12]3[C:8]=2[C:6]2[CH:5]=[CH:4][N:3]=[C:2]([NH:41][C:40]3[CH:42]=[CH:43][C:44]([N:46]4[CH2:51][CH2:50][CH:49]([N:52]5[CH2:57][CH2:56][N:55]([S:58]([CH3:61])(=[O:60])=[O:59])[CH2:54][CH2:53]5)[CH2:48][CH2:47]4)=[CH:45][C:39]=3[O:38][CH2:36][CH3:37])[N:7]=2)[CH:18]=[CH:19][C:20]=1[O:34][CH3:35]. Procedure: A mixture of 5-[3-(2-chloro-4-pyrimidinyl)imidazo[1,2-a]pyridin-2-yl]-N-(2,6-difluorophenyl)-2-(methyloxy)benzamide (Intermediate Example 2) (0.10 g, 0.20 mmol), 2-(ethyloxy)-4-{4-[4-(methylsulfonyl)-1-piperazinyl]-1-piperidinyl}aniline (Example 222, Step D) (0.078 g, 0.20 mmol) and para-toluenesulfonic acid (0.093 g, 0.49 mmol) in i-PrOH (5 mL) was heated in a microwave at 175° C. for 25 min. The reaction mixture was concentrated onto silica gel and purified by flash chromatography. Recrystalli... Starting materials: NCC(=O)NCC(=O)N (glycylglycinamide), C(C)=O (acetaldehyde). Solvent: CO (methanol). The product is CC1N(C(CN1)=O)CC(=O)N (2-Methyl-5-oxo-1-imidazolidineacetamide). Reaction SMILES: [NH2:1][CH2:2][C:3]([NH:5][CH2:6][C:7]([NH2:9])=[O:8])=[O:4].[CH:10](=O)[CH3:11]>CO>[CH3:10][CH:11]1[NH:1][CH2:2][C:3](=[O:4])[N:5]1[CH2:6][C:7]([NH2:9])=[O:8]. Procedure details: A solution of glycylglycinamide (0.5 g) and acetaldehyde (0.4 ml) in methanol (5 ml) was stirred at room temperature for 8 hours. Evaporation of the solvent gave a residue which was chromatographed on a silica gel column (eluant dichloromethane/methanol 75:25). The selected fractions were collected, evaporated to give the title compound (Rf=0.3, dichloromethane/methanol 7:3, silica gel plates). Mass spectrum (E.I., 70 eV, 1.5 mA), m/z=142 (M+ -CH3), 99. The reactants are [H-].[Na+] (Sodium hydride), C1(=CC=CC=C1)O (phenol), [OH-].[Na+] (NaOH), BrC1=CC(=C(C#N)C=C1)F (4-bromo-2-fluoro-benzonitrile). Solvent: CN(C)C=O (DMF). Yields the product BrC1=CC(=C(C#N)C=C1)OC1=CC=CC=C1 (4-Bromo-2-phenoxy-benzonitrile). RXN SMILES: [H-].[Na+].[C:3]1([OH:9])[CH:8]=[CH:7][CH:6]=[CH:5][CH:4]=1.[Br:10][C:11]1[CH:18]=[CH:17][C:14]([C:15]#[N:16])=[C:13](F)[CH:12]=1.[OH-].[Na+]>CN(C=O)C>[Br:10][C:11]1[CH:18]=[CH:17][C:14]([C:15]#[N:16])=[C:13]([O:9][C:3]2[CH:8]=[CH:7][CH:6]=[CH:5][CH:4]=2)[CH:12]=1 |f:0.1,4.5|. Procedure: Sodium hydride (12 g, 300 mmol) (60% by wt) was weighed into a flask and washed free of oil with several hexane rinsings. The hexanes were decanted and discarded and DMF was added to the flask. A solution of phenol (23.5 g, 250 mmol) in DMF (100 mL) was added dropwise and the mixture was stirred at room temperature. To the mixture was added a solution of 4-bromo-2-fluoro-benzonitrile (50 g, 250 mmol, 100 mL DMF), dropwise. Upon complete addition, the reaction was refluxed for 20 h. The reaction ... The reactants are C(CCC)[Li] (Butyl lithium), BrC1=CC2=C(SC3=C2C=CC=C3)C=C1 (2-bromodibenzothiophene), OO (Perhydrol), B(OCCCC)(OCCCC)OCCCC (tributyl borate), Cl (Hydrochloric acid). Solvent: CCOCC (ether), CCOCC (ether), CCOCC (ether). Reaction conditions: time 2 hour. The product is OC1=CC2=C(SC3=C2C=CC=C3)C=C1 (2-HYDROXYDIBENZOTHIOPHENE). The yield is 85.9%. Reaction SMILES: C([Li])CCC.Br[C:7]1[CH:19]=[CH:18][C:10]2[S:11][C:12]3[CH:17]=[CH:16][CH:15]=[CH:14][C:13]=3[C:9]=2[CH:8]=1.B(OCCCC)(OCCCC)[O:21]CCCC.OO.Cl>CCOCC>[OH:21][C:7]1[CH:19]=[CH:18][C:10]2[S:11][C:12]3[CH:17]=[CH:16][CH:15]=[CH:14][C:13]=3[C:9]=2[CH:8]=1. Reported procedure: Butyl lithium (0.05 mole) in ether was added to 2-bromodibenzothiophene (13.15 g, 0.05 mole) in 150 ml dry ether at 0°C. The mixture was then cooled to -70° and freshly distilled tributyl borate (11.5 g, 0.05 mole) dissolved in 50 ml ether was added. The reaction mixture was stirred for 2 hours, and was then allowed to warm up to room temperature. Perhydrol (10 ml) was added and the mixture was refluxed for 1.5 hours. Hydrochloric acid was added and the organic phase was separated. The ether was... Reactants: CNC, COCCOC, Clc1nc(Cl)nc(Cl)n1. The product is CN(C)c1nc(Cl)nc(Cl)n1. As a reaction SMILES: [CH3:10][NH:11][CH3:12].[CH3:13][O:14][CH2:15][CH2:16][O:17][CH3:18].[Cl:1][c:2]1[n:3][c:4]([Cl:5])[n:6][c:7]([Cl:8])[n:9]1>>[c:2]1([N:11]([CH3:10])[CH3:12])[n:3][c:4]([Cl:5])[n:6][c:7]([Cl:8])[n:9]1. Reactants: CCO, Cc1ccc(C)c(C#N)n1, [H][H]. Yields the product Cc1ccc(C)c(CN)n1. Reaction SMILES: [CH3:13][CH2:14][OH:15].[CH3:1][c:2]1[c:3]([C:9]#[N:10])[n:4][c:5]([CH3:8])[cH:6][cH:7]1.[H:11][H:12]>>[CH3:1][c:2]1[c:3]([CH2:9][NH2:10])[n:4][c:5]([CH3:8])[cH:6][cH:7]1.